This data is from the Open Reaction Database (ORD), a public repository of structured organic reaction records. The task is: describe an organic reaction: reactants, conditions, products, and yield Starting materials: O=C([O-])O, COCCOC, Cc1c(CCl)c(=O)n(-c2cc(C(=O)OC(C)C)c(Cl)cc2F)c(=O)n1C, [Na+], O. Yields the product Cc1c(CO)c(=O)n(-c2cc(C(=O)OC(C)C)c(Cl)cc2F)c(=O)n1C. As a reaction SMILES: [C:27]([O-:28])(=[O:29])[OH:30].[CH3:32][O:33][CH2:34][CH2:35][O:36][CH3:37].[Cl:1][c:2]1[c:3]([C:4](=[O:5])[O:6][CH:7]([CH3:8])[CH3:9])[cH:10][c:11](-[n:15]2[c:16](=[O:26])[n:17]([CH3:25])[c:18]([CH3:24])[c:19]([CH2:22][Cl:23])[c:20]2=[O:21])[c:12]([F:14])[cH:13]1.[Na+:31].[OH2:38]>>[Cl:1][c:2]1[c:3]([C:4](=[O:5])[O:6][CH:7]([CH3:8])[CH3:9])[cH:10][c:11](-[n:15]2[c:16](=[O:26])[n:17]([CH3:25])[c:18]([CH3:24])[c:19]([CH2:22][OH:28])[c:20]2=[O:21])[c:12]([F:14])[cH:13]1.